From a dataset of the Open Reaction Database (ORD), a public repository of structured organic reaction records. describe an organic reaction: reactants, conditions, products, and yield Starting materials: CC(=O)CCCCCCN1C(=O)c2ccccc2C1=O, OCCO, Cc1ccc(S(=O)(=O)O)cc1, c1ccccc1. The product is CC1(CCCCCCN2C(=O)c3ccccc3C2=O)OCCO1. Reaction SMILES: [O:1]=[C:2]([CH2:3][CH2:4][CH2:5][CH2:6][CH2:7][CH2:8][N:9]1[C:10](=[O:19])[c:11]2[c:12]([cH:15][cH:16][cH:17][cH:18]2)[C:13]1=[O:14])[CH3:20].[OH:21][CH2:22][CH2:23][OH:24].[c:25]1([CH3:26])[cH:27][cH:28][c:29]([S:30]([OH:31])(=[O:32])=[O:33])[cH:34][cH:35]1.[cH:36]1[cH:37][cH:38][cH:39][cH:40][cH:41]1>>[O:1]1[C:2]([CH2:3][CH2:4][CH2:5][CH2:6][CH2:7][CH2:8][N:9]2[C:10](=[O:19])[c:11]3[c:12]([cH:15][cH:16][cH:17][cH:18]3)[C:13]2=[O:14])([CH3:20])[O:21][CH2:22][CH2:23]1. Reactants: CS(=O)C (DMSO), CON=C(COCC1=CC(=CC(=C1)C(F)(F)F)C(F)(F)F)C(CCO)C1=CC(=C(C=C1)Cl)Cl (1-[[3,5-Bis(trifluoromethyl)phenyl]methoxy]-3-(3,4-dichloro-phenyl)-5-hydroxy-2-pentanone O-methyloxime), C(C)(C)N(CC)C(C)C (diisopropylethylamine), C(C(=O)Cl)(=O)Cl (oxalyl chloride). Run in C(Cl)Cl (CH2Cl2), C(Cl)Cl (CH2Cl2), C(Cl)Cl (CH2Cl2). Run at temperature -78 celsius, time 15 minute. Product: CON=C(COCC1=CC(=CC(=C1)C(F)(F)F)C(F)(F)F)C(CC=O)C1=CC(=C(C=C1)Cl)Cl (1-[[3,5-Bis(trifluoromethyl)phenyl]methoxy]-3-(3,4-dichloro-phenyl)-4-formyl-2-butanone O-methyloxime). Isolated yield 100.0%. RXN SMILES: C(Cl)(=O)C(Cl)=O.CS(C)=O.[CH3:11][O:12][N:13]=[C:14]([CH:32]([C:36]1[CH:41]=[CH:40][C:39]([Cl:42])=[C:38]([Cl:43])[CH:37]=1)[CH2:33][CH2:34][OH:35])[CH2:15][O:16][CH2:17][C:18]1[CH:23]=[C:22]([C:24]([F:27])([F:26])[F:25])[CH:21]=[C:20]([C:28]([F:31])([F:30])[F:29])[CH:19]=1.C(N(C(C)C)CC)(C)C>C(Cl)Cl>[CH3:11][O:12][N:13]=[C:14]([CH:32]([C:36]1[CH:41]=[CH:40][C:39]([Cl:42])=[C:38]([Cl:43])[CH:37]=1)[CH2:33][CH:34]=[O:35])[CH2:15][O:16][CH2:17][C:18]1[CH:23]=[C:22]([C:24]([F:26])([F:27])[F:25])[CH:21]=[C:20]([C:28]([F:29])([F:30])[F:31])[CH:19]=1. Procedure: Dissolve oxalyl chloride (2.01 g, 15.82 mmol) in dry CH2Cl2 (30 mL) and cool to -78° C. under N2, add DMSO (2.47 g, 31.64 mmol) in dry CH2Cl2 (12 mL) dropwise and stir at -78° C. for 15 mins. Add the product of Step 7 (6.56 g, 12.66 mmol) in dry CH2Cl2 (20 mL) dropwise and stir at -78° C. for 3 h. Add diisopropylethylamine (4.91 g, 37.97 mmol) and stir at -78° C. for 1 h. Warm slowly to 0° C. and stir at 0° C. for 30 mins. Add water (150 mL) and extract with CH2Cl2. Wash combined organic extract... As a reaction SMILES: [CH3:34][S:35](=[O:36])(=[O:37])[CH2:38][CH2:39][NH2:40].[Cl:1][c:2]1[cH:3][c:4]([N:10]2[N:11]=[C:12]3[c:13]4[c:14]([cH:26][c:27]([C:30](=[O:31])[OH:32])[cH:28][cH:29]4)[CH2:15][CH2:16][CH:17]3[CH:18]2[c:19]2[cH:20][cH:21][c:22]([F:25])[cH:23][cH:24]2)[cH:5][cH:6][c:7]1[C:8]#[N:9].[ClH:33]>>[Cl:1][c:2]1[cH:3][c:4]([N:10]2[N:11]=[C:12]3[c:13]4[c:14]([cH:26][c:27]([C:30](=[O:32])[NH:40][CH2:39][CH2:38][S:35]([CH3:34])(=[O:36])=[O:37])[cH:28][cH:29]4)[CH2:15][CH2:16][CH:17]3[CH:18]2[c:19]2[cH:20][cH:21][c:22]([F:25])[cH:23][cH:24]2)[cH:5][cH:6][c:7]1[C:8]#[N:9]. Product: CS(=O)(=O)CCNC(=O)c1ccc2c(c1)CCC1C2=NN(c2ccc(C#N)c(Cl)c2)C1c1ccc(F)cc1. Reactants: CS(=O)(=O)CCN, N#Cc1ccc(N2N=C3c4ccc(C(=O)O)cc4CCC3C2c2ccc(F)cc2)cc1Cl, Cl. The reactants are OCCC1CC(N1)=O (4-(2-hydroxyethyl)-2-azetidinone), O1CCCC=C1 (2,3-dihydropyran), O.C1(=CC=C(C=C1)S(=O)(=O)O)C (p-toluenesulfonic acid monohydrate), C(C)(=O)OCC (ethyl acetate). The solvent is O1CCOCC1 (p-dioxane). Conditions: time 60 minute. Yields the product O1C(CCCC1)N1C(CC1CCOC1OCCCC1)=O (1-(2-tetrahydropyranyl)-4-[2-(2-tetrahydropyranyl)oxyethyl]-2-azetidinone). As a reaction SMILES: [OH:1][CH2:2][CH2:3][CH:4]1[NH:7][C:6](=[O:8])[CH2:5]1.[O:9]1[CH:14]=[CH:13][CH2:12][CH2:11][CH2:10]1.O.[C:16]1(C)C=[CH:20][C:19](S(O)(=O)=O)=[CH:18][CH:17]=1.C(OCC)(=[O:29])C>O1CCOCC1>[O:9]1[CH2:10][CH2:11][CH2:12][CH2:13][CH:14]1[N:7]1[CH:4]([CH2:3][CH2:2][O:1][CH:20]2[CH2:19][CH2:18][CH2:17][CH2:16][O:29]2)[CH2:5][C:6]1=[O:8] |f:2.3|. Procedure details: Under nitrogen and at 25° C., a solution of 4-(2-hydroxyethyl)-2-azetidinone (62 mg, 0.539 mmole) in 0.5 ml of anhydrous p-dioxane is treated with 2,3-dihydropyran (0.98 ml, 1.08 mmoles) and p-toluenesulfonic acid monohydrate (19 mg, 0.10 mmole). The resulting solution is stirred for a period of 60 minutes and then partitioned between 10 ml of 0.5M pH7 phosphate buffer and 10 ml of ethyl acetate. The aqueous phase is extracted a second time with ethyl acetate. The combined ethyl acetate solution... The reactants are ClC1=CC=C(C=C1)S(=O)(=O)N=C=O (4-chlorobenzenesulfonylisocyanate), NC1=C(C(=O)O)C=CC(=C1)[N+](=O)[O-] (2-amino-4-nitrobenzoic acid). The product is ClC1=CC=C(C=C1)S(=O)(=O)N1C(NC2=CC(=CC=C2C1=O)[N+](=O)[O-])=O (3-(4-chlorobenzenesulfonyl)-7-nitro-2,4(1H,3H)-quinazolinedione). Isolated yield 138.3%. RXN SMILES: [Cl:1][C:2]1[CH:7]=[CH:6][C:5]([S:8]([N:11]=[C:12]=[O:13])(=[O:10])=[O:9])=[CH:4][CH:3]=1.[NH2:14][C:15]1[CH:23]=[C:22]([N+:24]([O-:26])=[O:25])[CH:21]=[CH:20][C:16]=1[C:17](O)=[O:18]>>[Cl:1][C:2]1[CH:3]=[CH:4][C:5]([S:8]([N:11]2[C:17](=[O:18])[C:16]3[C:15](=[CH:23][C:22]([N+:24]([O-:26])=[O:25])=[CH:21][CH:20]=3)[NH:14][C:12]2=[O:13])(=[O:9])=[O:10])=[CH:6][CH:7]=1. Reported procedure: 2.90 g (13.3 mmol) of 4-chlorobenzenesulfonylisocyanate and 2.21 g (14.1 mmol) of 2-amino-4-nitrobenzoic acid were treated in the same way as in Example 1 to obtain 7.02 g of the above-identified compound (yield 57.9%). Properties: colorless crystal, Melting point: 258°-260° C., PMR (δppm, DMSO-d6): 7.10 (1H,s), 7.77 (2H,d), 7.92 (1H,d), 8.10 (1H,d), 8.19 (2H,d). Starting materials: NC=1SC=C(N1)C(C(=O)O)=NOCC(=O)OCC(Cl)(Cl)Cl (2-(2-aminothiazol-4-yl)-2-(2,2,2-trichloroethoxycarbonylmethoxyimino)acetic acid), P(=O)(Cl)(Cl)Cl (phosphorus oxychloride), Cl.NC1[C@@H]2N(C(=C(CS2)C=C)C(=O)OC(C2=CC=CC=C2)C2=CC=CC=C2)C1=O (benzhydryl 7-amino-3-vinyl-3-cephem-4-carboxylate hydrochloride), C[Si](C)(C)CC(=O)N (trimethylsilylacetamide), P(=O)(Cl)(Cl)Cl (phosphorus oxychloride), C[Si](C)(C)CC(=O)N (trimethylsilylacetamide). Solvent: C(C)(=O)OCC (ethyl acetate), C(C)(=O)OCC (ethyl acetate), CN(C=O)C (N,N-dimethylformamide), C(C)(=O)OCC (ethyl acetate), O (water). Run at time 15 minute. The product is NC=1SC=C(N1)C(C(=O)NC1[C@@H]2N(C(=C(CS2)C=C)C(=O)OC(C2=CC=CC=C2)C2=CC=CC=C2)C1=O)=NOCC(=O)OCC(Cl)(Cl)Cl (benzhydryl 7-[2-(2-aminothiazol-4-yl)-2-(2,2,2-trichloroethoxycarbonylmethoxyimino)acetamido]-3-vinyl-3-cephem-4-carboxylate). Yield: 83.1%. Reaction SMILES: [NH2:1][C:2]1[S:3][CH:4]=[C:5]([C:7](=[N:11][O:12][CH2:13][C:14]([O:16][CH2:17][C:18]([Cl:21])([Cl:20])[Cl:19])=[O:15])[C:8]([OH:10])=O)[N:6]=1.P(Cl)(Cl)(Cl)=O.C[Si](CC(N)=O)(C)C.Cl.[NH2:36][CH:37]1[C:62](=[O:63])[N:39]2[C:40]([C:46]([O:48][CH:49]([C:56]3[CH:61]=[CH:60][CH:59]=[CH:58][CH:57]=3)[C:50]3[CH:55]=[CH:54][CH:53]=[CH:52][CH:51]=3)=[O:47])=[C:41]([CH:44]=[CH2:45])[CH2:42][S:43][C@H:38]12>C(OCC)(=O)C.O.CN(C)C=O>[NH2:1][C:2]1[S:3][CH:4]=[C:5]([C:7](=[N:11][O:12][CH2:13][C:14]([O:16][CH2:17][C:18]([Cl:21])([Cl:20])[Cl:19])=[O:15])[C:8]([NH:36][CH:37]2[C:62](=[O:63])[N:39]3[C:40]([C:46]([O:48][CH:49]([C:50]4[CH:51]=[CH:52][CH:53]=[CH:54][CH:55]=4)[C:56]4[CH:61]=[CH:60][CH:59]=[CH:58][CH:57]=4)=[O:47])=[C:41]([CH:44]=[CH2:45])[CH2:42][S:43][C@H:38]23)=[O:10])[N:6]=1 |f:3.4|. Procedure details: To a mixture of 2-(2-aminothiazol-4-yl)-2-(2,2,2-trichloroethoxycarbonylmethoxyimino)acetic acid (syn isomer) (1.13 g) and phosphorus oxychloride (0.56 g) in ethyl acetate (20 ml) was added trimethylsilylacetamide (0.30 g) at 4° C., and the mixture was stirred at 4° to 6° C. for 15 minutes. To the mixture was added additional phosphorus oxychloride (0.56 g), followed by stirring at the same temperature for 15 minutes. Thereto was added N,N-dimethylformamide (0.26 g), and the mixture was stirred ... Reactants: O=C(O)c1c(-c2ccccc2)c2cc(F)ccc2c(=O)n1Cc1ccccc1, Cl, [H-], [Na+], O, OCc1ccccc1. Yields the product O=C(O)c1c(-c2ccccc2)c2cc(OCc3ccccc3)ccc2c(=O)n1Cc1ccccc1. RXN SMILES: [CH2:11]([c:12]1[cH:13][cH:14][cH:15][cH:16][cH:17]1)[n:18]1[c:19](=[O:38])[c:20]2[cH:21][cH:22][c:23]([F:37])[cH:24][c:25]2[c:26](-[c:31]2[cH:32][cH:33][cH:34][cH:35][cH:36]2)[c:27]1[C:28](=[O:29])[OH:30].[ClH:39].[H-:1].[Na+:2].[OH2:40].[OH:3][CH2:4][c:5]1[cH:6][cH:7][cH:8][cH:9][cH:10]1>>[O:3]([CH2:4][c:5]1[cH:6][cH:7][cH:8][cH:9][cH:10]1)[c:23]1[cH:22][cH:21][c:20]2[c:19](=[O:38])[n:18]([CH2:11][c:12]3[cH:13][cH:14][cH:15][cH:16][cH:17]3)[c:27]([C:28](=[O:29])[OH:30])[c:26](-[c:31]3[cH:32][cH:33][cH:34][cH:35][cH:36]3)[c:25]2[cH:24]1. Reactants: BrC1=C2C[C@@H](N(CC2=C(C=C1)OC)C(=O)OC(C)(C)C)C=O (tert-butyl 5-bromo-3(R)-formyl-8-methoxy-3,4-dihydroisoquinoline-2(1H)-carboxylate), FC=1C=C(C=C(C1)F)CC[N+](=O)[O-] (1-(3,5-difluorophenyl)-2-nitroethane), [F-].C(CCC)[N+](CCCC)(CCCC)CCCC (tetra-n-butylammonium fluoride). The solvent is C(C)(=O)OCC (ethyl acetate), O (water), [Cl-].[Na+] (sodium chloride), O1CCCC1 (tetrahydrofuran), O1CCCC1 (tetrahydrofuran). Conditions: temperature 0 celsius, time 40 minute. Product: BrC1=C2C[C@@H](N(CC2=C(C=C1)OC)C(=O)OC(C)(C)C)[C@H]([C@H](CC1=CC(=CC(=C1)F)F)[N+](=O)[O-])O (tert-Butyl 5-Bromo-3(R)-[(1R,2S)-3-(3,5-difluorophenyl)-1-hydroxy-2-nitropropyl]-8-methoxy-3,4-dihydroisoquinoline-2(1H)-carboxylate). The yield is 38.9%. Reaction SMILES: [Br:1][C:2]1[CH:11]=[CH:10][C:9]([O:12][CH3:13])=[C:8]2[C:3]=1[CH2:4][C@H:5]([CH:21]=[O:22])[N:6]([C:14]([O:16][C:17]([CH3:20])([CH3:19])[CH3:18])=[O:15])[CH2:7]2.[F:23][C:24]1[CH:25]=[C:26]([CH2:31][CH2:32][N+:33]([O-:35])=[O:34])[CH:27]=[C:28]([F:30])[CH:29]=1.[F-].C([N+](CCCC)(CCCC)CCCC)CCC>O1CCCC1.C(OCC)(=O)C.O.[Cl-].[Na+]>[Br:1][C:2]1[CH:11]=[CH:10][C:9]([O:12][CH3:13])=[C:8]2[C:3]=1[CH2:4][C@H:5]([C@@H:21]([OH:22])[C@@H:32]([N+:33]([O-:35])=[O:34])[CH2:31][C:26]1[CH:25]=[C:24]([F:23])[CH:29]=[C:28]([F:30])[CH:27]=1)[N:6]([C:14]([O:16][C:17]([CH3:19])([CH3:18])[CH3:20])=[O:15])[CH2:7]2 |f:2.3,7.8|. Reported procedure: Dissolve tert-butyl 5-bromo-3(R)-formyl-8-methoxy-3,4-dihydroisoquinoline-2(1H)-carboxylate (400.0 mg, 0.001080 mol) and 1-(3,5-difluorophenyl)-2-nitroethane (305 mg, 0.00162) in tetrahydrofuran (3.00 mL) and cool to 0° C. celsius. Add 1.00 M tetra-n-butylammonium fluoride in tetrahydrofuran (1.48 mL) and stir at 0° C. for 40 minutes. Dilute the reaction mixture with ethyl acetate (75 mL), water (20 mL) and saturated aqueous sodium chloride (5 mL). Shake well and separate the layers. Wash the or... Run in O (water), ClCCl (dichloromethane). Procedure details: A 100 mL round-bottom flask was charged with triphosgene (63.0 mg, 0.210 mmol, 0.30 equiv), dichloromethane (20 mL), 1,1,1,3,3,3-hexafluoropropan-2-ol (119 mg, 0.710 mmol, 1.00 equiv). N,N-Diisopropylethylamine (174 mg, 1.35 mmol, 1.90 equiv) was added dropwise. The resulting solution was stirred for 2 h at room temperature. 1-[(2-Methoxy-4-phenylphenyl)methyl]piperazine (200 mg, 0.710 mmol, 1.00 equiv) was added. The resulting solution was stirred overnight at room temperature and then diluted ... Isolated yield 119.9%. Reactants: COC1=C(C=CC(=C1)C1=CC=CC=C1)CN1CCNCC1 (1-[(2-Methoxy-4-phenylphenyl)methyl]piperazine), ClC(Cl)(OC(OC(Cl)(Cl)Cl)=O)Cl (triphosgene), FC(C(C(F)(F)F)O)(F)F (1,1,1,3,3,3-hexafluoropropan-2-ol), C(C)(C)N(C(C)C)CC (N,N-Diisopropylethylamine). Reaction SMILES: Cl[C:2](Cl)([O:4]C(=O)OC(Cl)(Cl)Cl)Cl.[F:13][C:14]([F:22])([F:21])[CH:15]([OH:20])[C:16]([F:19])([F:18])[F:17].C(N(CC)C(C)C)(C)C.[CH3:32][O:33][C:34]1[CH:39]=[C:38]([C:40]2[CH:45]=[CH:44][CH:43]=[CH:42][CH:41]=2)[CH:37]=[CH:36][C:35]=1[CH2:46][N:47]1[CH2:52][CH2:51][NH:50][CH2:49][CH2:48]1>O.ClCCl>[CH3:32][O:33][C:34]1[CH:39]=[C:38]([C:40]2[CH:41]=[CH:42][CH:43]=[CH:44][CH:45]=2)[CH:37]=[CH:36][C:35]=1[CH2:46][N:47]1[CH2:52][CH2:51][N:50]([C:2]([O:20][CH:15]([C:16]([F:19])([F:18])[F:17])[C:14]([F:22])([F:21])[F:13])=[O:4])[CH2:49][CH2:48]1. Product: COC1=C(C=CC(=C1)C1=CC=CC=C1)CN1CCN(CC1)C(=O)OC(C(F)(F)F)C(F)(F)F (1,1,1,3,3,3-hexafluoropropan-2-yl 4-[(2-methoxy-4-phenylphenyl)methyl]piperazine-1-carboxylate). Reaction conditions: time 2 hour.